This data is from the Open Reaction Database (ORD), a public repository of structured organic reaction records. The task is: describe an organic reaction: reactants, conditions, products, and yield Starting materials: C1[C@@H]2[C@H]([C@H]([C@@H](O2)N3C4=C(C(=NC=N4)N)N=C3Br)O)OP(=O)(O1)O (8-bromo-cAMP), [Cl-].[Cl-].[Ca+2] (CaCl2). The solvent is CN(C)C=O (DMF). Reaction conditions: time 15 hour. Yields the product 8-hydroxy-cAMP, C=1N=C(C2=C(N1)N(C=N2)[C@H]3[C@@H]([C@H]4[C@H](O3)COP(=O)(O4)O)O)N (cAMP). As a reaction SMILES: [CH2:1]1[O:22][P:20]([OH:23])(=[O:21])[O:19][C@H:3]2[C@@H:4]([OH:18])[C@H:5]([N:7]3[C:16](Br)=[N:15][C:9]4[C:10]([NH2:14])=[N:11][CH:12]=[N:13][C:8]3=4)[O:6][C@H:2]12.[Cl-].[Cl-].[Ca+2]>CN(C=O)C>[CH:12]1[N:11]=[C:10]([NH2:14])[C:9]2[N:15]=[CH:16][N:7]([C@@H:5]3[O:6][C@@H:2]4[CH2:1][O:22][P:20]([OH:23])([O:19][C@H:3]4[C@H:4]3[OH:18])=[O:21])[C:8]=2[N:13]=1 |f:1.2.3|. Procedure: A mixture of dry 8-bromo-cAMP (20 g, 49 mmol) and CaCl2 (20 g, 180 mmol, dried at 75° under vacuum overnight) in anhydrous DMF (800 mL, distilled over CaH2 under vacuum) was heated at 80°-85° C. under anhydrous conditions with stirring for 15 h. DMF was evaporated under reduced pressure at 50° C. and the residue was dissolved in cold 2N NaOH (20 mL). The aqueous solution was neutralized (to pH 7) with cold 2N HCl, filtered through a membrane filter and purified by preparative HPLC on a C-18 reve... Reactants: C(C)OC(CNCCNS(=O)(=O)C=1SC2=C(N1)C=CC=C2)=O (N-[2-(benzothiazole-2-sulfonylamino)-ethyl]-glycine ethyl ester), COC1=CC=C(COC(=O)NC2=NC(N(C=C2)CC(=O)O)=O)C=C1 ([4-N-(4-methoxybenzyloxycarbonyl)-cytosin-1-yl]-acetic acid). The product is C(C)OC(CN(C(CN1C(=O)N=C(NC(=O)OCC2=CC=C(C=C2)OC)C=C1)=O)CCNS(=O)(=O)C=1SC2=C(N1)C=CC=C2)=O (N-[2-(Benzothiazole-2-sulfonylamino)-ethyl]-N-{[4-N-(4-methoxybenzyloxycarbonyl)-cytosin-1-yl]-acetyl}-glycine Ethyl Ester). Yield: 86.8%. Reaction SMILES: [CH2:1]([O:3][C:4](=[O:22])[CH2:5][NH:6][CH2:7][CH2:8][NH:9][S:10]([C:13]1[S:14][C:15]2[CH:21]=[CH:20][CH:19]=[CH:18][C:16]=2[N:17]=1)(=[O:12])=[O:11])[CH3:2].[CH3:23][O:24][C:25]1[CH:46]=[CH:45][C:28]([CH2:29][O:30][C:31]([NH:33][C:34]2[CH:39]=[CH:38][N:37]([CH2:40][C:41](O)=[O:42])[C:36](=[O:44])[N:35]=2)=[O:32])=[CH:27][CH:26]=1>>[CH2:1]([O:3][C:4](=[O:22])[CH2:5][N:6]([CH2:7][CH2:8][NH:9][S:10]([C:13]1[S:14][C:15]2[CH:21]=[CH:20][CH:19]=[CH:18][C:16]=2[N:17]=1)(=[O:12])=[O:11])[C:41](=[O:42])[CH2:40][N:37]1[CH:38]=[CH:39][C:34]([NH:33][C:31]([O:30][CH2:29][C:28]2[CH:45]=[CH:46][C:25]([O:24][CH3:23])=[CH:26][CH:27]=2)=[O:32])=[N:35][C:36]1=[O:44])[CH3:2]. Reported procedure: The title compound (2.86 g, 87%) was synthesized by the reaction of N-[2-(benzothiazole-2-sulfonylamino)-ethyl]-glycine ethyl ester (1.72 g, 5 mmol) and [4-N-(4-methoxybenzyloxycarbonyl)-cytosin-1-yl]-acetic acid (1.67 g, 5 mmol) as per the procedure of Example 20. 1H NMR (500 MHz; DMSO-d6) δ 10.71 (s, 1H), 8.26 (dd, 1H), 8.16 (dd, 1H), 7.90 (d, 0.6H), 7.82 (d, 0.4H), 7.68˜7.60 (m, 2H), 7.34 (d, 2H), 7.00 (t, 1H), 6.93 (d, 2H), 5.10 (s, 2H), 4.82 (s, 1.2H), 4.61 (s, 0.8H), 4.34 (s, 0.8H), 4.13 (...